This data is from the Open Reaction Database (ORD), a public repository of structured organic reaction records. The task is: describe an organic reaction: reactants, conditions, products, and yield The reactants are [Cl-], [Cl-], [Mg+2], Nc1ncnc2c1ncn2C1OC(COP(=O)(O)O)C(O)C1O, OCCS. Product: Nc1ncnc2c1ncn2C1OC(CO)C(O)C1O. RXN SMILES: [Cl-:1].[Cl-:3].[Mg+2:2].[NH2:8][c:9]1[n:10][cH:11][n:12][c:13]2[n:14]([CH:18]3[O:19][CH:20]([CH2:21][O:22][P:23](=[O:24])([OH:25])[OH:26])[CH:27]([OH:28])[CH:29]3[OH:30])[cH:15][n:16][c:17]12.[SH:4][CH2:5][CH2:6][OH:7]>>[NH2:8][c:9]1[n:10][cH:11][n:12][c:13]2[n:14]([CH:18]3[O:19][CH:20]([CH2:21][OH:22])[CH:27]([OH:28])[CH:29]3[OH:30])[cH:15][n:16][c:17]12.